This data is from the Open Reaction Database (ORD), a public repository of structured organic reaction records. The task is: describe an organic reaction: reactants, conditions, products, and yield The reactants are [H-].[Na+] (NaH), FC1=C(C(=O)C2=CC=CC=C2)C=C(C=C1)[N+](=O)[O-] (2-fluoro-5-nitrobenzophenone), COC(=O)C1=NNC(=C1)C(=O)OC (3,5-pyrazole dicarboxylic acid dimethyl ester), [H][H] (hydrogen). The solvent is [Cl-].[Na+].O (brine), CN(C)C=O (DMF), CN(C)C=O (DMF). Reaction conditions: time 20 minute. Yields the product COC(=O)C1=NN(C(=C1)C(=O)OC)C1=C(C=C(C=C1)[N+](=O)[O-])C(C1=CC=CC=C1)=O (1-(2-Benzoyl-4-nitrophenyl)-3,5-pyrazole dicarboxylic acid dimethyl ester). Reaction SMILES: [H-].[Na+].[CH3:3][O:4][C:5]([C:7]1[CH:11]=[C:10]([C:12]([O:14][CH3:15])=[O:13])[NH:9][N:8]=1)=[O:6].[H][H].F[C:19]1[CH:32]=[CH:31][C:30]([N+:33]([O-:35])=[O:34])=[CH:29][C:20]=1[C:21]([C:23]1[CH:28]=[CH:27][CH:26]=[CH:25][CH:24]=1)=[O:22]>[Cl-].[Na+].O.CN(C=O)C>[CH3:15][O:14][C:12]([C:10]1[CH:11]=[C:7]([C:5]([O:4][CH3:3])=[O:6])[N:8]([C:19]2[CH:32]=[CH:31][C:30]([N+:33]([O-:35])=[O:34])=[CH:29][C:20]=2[C:21](=[O:22])[C:23]2[CH:24]=[CH:25][CH:26]=[CH:27][CH:28]=2)[N:9]=1)=[O:13] |f:0.1,5.6.7|. Reported procedure: To a slurry of 5.3 g. (110 mmol) of 50% NaH in mineral oil in 425 ml. of dry DMF, stirred at 3° under argon, was added portionwise over a 20 minute time period, 20.26 g. (110 mmol) of 3,5-pyrazole dicarboxylic acid dimethyl ester*, maintaining a temperature of 5°-8°. When the vigorous hydrogen evolution had stopped, the ice bath was removed and the reaction allowed to warm to room temperature while stirring for 20 minutes. A solution of 24.5 g. (110 mmol) of 2-fluoro-5-nitrobenzophenone, in 100 ...